From a dataset of the Open Reaction Database (ORD), a public repository of structured organic reaction records. describe an organic reaction: reactants, conditions, products, and yield Starting materials: O=C([O-])[O-], CC(C)(C)[Si](C)(C)OCC1C(OC2CCCCO2)CC2OCC(COCC(=O)O)CCC21, CCOC(C)=O, CC(C)I, [K+], [K+], CN(C)C=O, O. Yields the product CC(C)OC(=O)COCC1CCC2C(CC(OC3CCCCO3)C2CO[Si](C)(C)C(C)(C)C)OC1. RXN SMILES: [C:33](=[O:34])([O-:35])[O-:36].[CH3:1][Si:2]([O:3][CH2:4][CH:5]1[CH:6]([O:21][CH:22]2[O:23][CH2:24][CH2:25][CH2:26][CH2:27]2)[CH2:7][CH:8]2[O:9][CH2:10][CH:11]([CH2:15][O:16][CH2:17][C:18](=[O:19])[OH:20])[CH2:12][CH2:13][CH:14]12)([C:28]([CH3:29])([CH3:30])[CH3:31])[CH3:32].[CH3:48][CH2:49][O:50][C:51](=[O:52])[CH3:53].[I:39][CH:40]([CH3:41])[CH3:42].[K+:37].[K+:38].[O:43]=[CH:44][N:45]([CH3:46])[CH3:47].[OH2:54]>>[CH3:1][Si:2]([O:3][CH2:4][CH:5]1[CH:6]([O:21][CH:22]2[O:23][CH2:24][CH2:25][CH2:26][CH2:27]2)[CH2:7][CH:8]2[O:9][CH2:10][CH:11]([CH2:15][O:16][CH2:17][C:18](=[O:19])[O:20][CH:40]([CH3:41])[CH3:42])[CH2:12][CH2:13][CH:14]12)([C:28]([CH3:29])([CH3:30])[CH3:31])[CH3:32]. The reactants are aqueous solution, [OH-].[Na+] (sodium hydroxide), BrC1=C(C=C(C(=C1)Br)C(C)C)O (2,4-dibromo-5-isopropylphenol), C(C)(C)N(C(C)C)CC (N,N-diisopropylethylamine), COCCl (Chloromethyl methyl ether). The solvent is C(Cl)(Cl)Cl (chloroform). Run at time 1 hour. The product is BrC1=C(C=C(C(=C1)Br)OCOC)C(C)C (1,5-dibromo-2-isopropyl-4-(methoxymethoxy)benzene). The yield is 93.2%. RXN SMILES: [Br:1][C:2]1[CH:7]=[C:6]([Br:8])[C:5]([CH:9]([CH3:11])[CH3:10])=[CH:4][C:3]=1[OH:12].C(N(CC)C(C)C)(C)C.[CH3:22][O:23][CH2:24]Cl.[OH-].[Na+]>C(Cl)(Cl)Cl>[Br:8][C:6]1[CH:7]=[C:2]([Br:1])[C:3]([O:12][CH2:22][O:23][CH3:24])=[CH:4][C:5]=1[CH:9]([CH3:10])[CH3:11] |f:3.4|. Procedure: To a solution of 2,4-dibromo-5-isopropylphenol (512 g, 1.74 mol) in chloroform (1.74 L), N,N-diisopropylethylamine (364 mL, 2.09 mol) was added, and cooled on ice. Chloromethyl methyl ether (159 mL, 2.09 mol) was added dropwise over 60 minutes, and the mixture was stirred at room temperature for 1 hour. The reaction mixture was cooled on ice, and a 1M aqueous solution of sodium hydroxide (1.5 L) was added dropwise to separate the organic layer. The organic layer was washed with a 1M aqueous solu... As a reaction SMILES: Cl.[CH3:2][N:3]([CH3:36])[C:4]1([C:30]2[CH:35]=[CH:34][CH:33]=[CH:32][CH:31]=2)[CH2:9][CH2:8][CH:7]([NH:10][C:11]([N:13]2[CH2:18][CH2:17][CH:16]([C:19]3[C:27]4[C:22](=[CH:23][CH:24]=[C:25]([O:28][CH3:29])[CH:26]=4)[NH:21][CH:20]=3)[CH2:15][CH2:14]2)=[O:12])[CH2:6][CH2:5]1.[Cl:37][Si](C)(C)C>CC(CC)=O>[ClH:37].[CH3:36][N:3]([CH3:2])[C:4]1([C:30]2[CH:31]=[CH:32][CH:33]=[CH:34][CH:35]=2)[CH2:9][CH2:8][CH:7]([NH:10][C:11]([N:13]2[CH2:14][CH2:15][CH:16]([C:19]3[C:27]4[C:22](=[CH:23][CH:24]=[C:25]([O:28][CH3:29])[CH:26]=4)[NH:21][CH:20]=3)[CH2:17][CH2:18]2)=[O:12])[CH2:6][CH2:5]1.[CH3:36][N:3]([CH3:2])[C:4]1([C:30]2[CH:31]=[CH:32][CH:33]=[CH:34][CH:35]=2)[CH2:9][CH2:8][CH:7]([NH:10][C:11]([N:13]2[CH2:14][CH2:15][CH:16]([C:19]3[C:27]4[C:22](=[CH:23][CH:24]=[C:25]([O:28][CH3:29])[CH:26]=4)[NH:21][CH:20]=3)[CH2:17][CH2:18]2)=[O:12])[CH2:6][CH2:5]1 |f:4.5|. The solvent is CC(=O)CC (ethyl methyl ketone). Reactants: Cl[Si](C)(C)C (chlorotrimethylsilane), Cl (hydrochloride), CN(C1(CCC(CC1)NC(=O)N1CCC(CC1)C1=CNC2=CC=C(C=C12)OC)C1=CC=CC=C1)C (4-(5-methoxy-1H-indol-3-yl)piperidine-1-carboxylic acid-(4-dimethylamino-4-phenylcyclohexyl)-amide). Yields the product Cl.CN(C1(CCC(CC1)NC(=O)N1CCC(CC1)C1=CNC2=CC=C(C=C12)OC)C1=CC=CC=C1)C (4-(5-methoxy-1H-indol-3-yl)piperidine-1-carboxylic acid-(4-dimethylamino-4-phenylcyclohexyl)-amide hydrochloride), CN(C1(CCC(CC1)NC(=O)N1CCC(CC1)C1=CNC2=CC=C(C=C12)OC)C1=CC=CC=C1)C (4-(5-methoxy-1H-indol-3-yl)piperidine-1-carboxylic acid-(4-dimethylamino-4-phenylcyclohexyl)-amide). Procedure details: To prepare the hydrochloride the non-polar diastereoisomer of 4-(5-methoxy-1H-indol-3-yl)piperidine-1-carboxylic acid-(4-dimethylamino-4-phenylcyclohexyl)-amide (170 mg, 0.36 mmole) was dissolved in ethyl methyl ketone (4 ml) and chlorotrimethylsilane (68 μl, 0.54 mmole) was added. The solid thereby formed was filtered off and dried. The hydrochloride of the non-polar diastereoisomer of 4-(5-methoxy-1H-indol-3-yl)piperidine-1-carboxylic acid-(4-dimethylamino-4-phenylcyclohexyl)-amide was thereby... The reactants are TEA, N(CC(=O)N1[C@H](C(=O)N[C@@H](CCCC)C(=O)O)CCC1)C(=O)OC(C)(C)C (Boc-Gly-Pro-Nleu-OH), [NH4+].[Cl-] (NH4Cl), C=1C=CC2=C(C1)N=NN2O (HOBt), C(CCl)Cl (EDC). Run in CN(C)C=O (DMF). Conditions: temperature 0 celsius, time 8 hour. Procedure details: Boc-Gly-Pro-Nleu-OH (4.1 g, 0.0106 mol.), NH4Cl (1.7 g, 0.032 mol.) and HOBt (1.76 g, 0.013 mol.) were dissolved in 100 ml DMF and the solution was chilled to 0° C. TEA (4.5 ml) was added to the solution slowly while stirring the solution. After a while, EDC (2.6 g, 0.013 mol.) was added to the solution. The stirring was continued overnight. The DMF was removed under reduced pressure and the resulting mixture was poured into 350 ml chloroform. The chloroform solution was washed by H2O 2×20 ml, s... RXN SMILES: [NH:1]([C:21]([O:23][C:24]([CH3:27])([CH3:26])[CH3:25])=[O:22])[CH2:2][C:3]([N:5]1[CH2:20][CH2:19][CH2:18][C@H:6]1[C:7]([NH:9][C@H:10]([C:15](O)=[O:16])[CH2:11][CH2:12][CH2:13][CH3:14])=[O:8])=[O:4].[NH4+].[Cl-].C1C=CC2N(O)N=[N:36]C=2C=1.C(Cl)CCl>CN(C=O)C>[NH:1]([C:21]([O:23][C:24]([CH3:27])([CH3:26])[CH3:25])=[O:22])[CH2:2][C:3]([N:5]1[CH2:20][CH2:19][CH2:18][C@H:6]1[C:7]([NH:9][C@H:10]([C:15]([NH2:36])=[O:16])[CH2:11][CH2:12][CH2:13][CH3:14])=[O:8])=[O:4] |f:1.2|. Isolated yield 85.9%. Product: N(CC(=O)N1[C@H](C(=O)N[C@@H](CCCC)C(=O)N)CCC1)C(=O)OC(C)(C)C (Boc-Gly-Pro-Nleu-NH2). The reactants are C([O-])([O-])=O.[K+].[K+] (Potassium carbonate), COC(CCC\C(=C\C1=CC=CC2=C1NCCNC2=O)\C)=O ((E)-5-Methyl-6-(5-oxo-2,3,4,5-tetrahydro-1H-benzo[e][1,4]diazepin-9-yl)-hex-5-enoic Acid Methyl Ester), O (H2O). Solvent: CO (MeOH). Conditions: time 24 hour. The product is C/C(/CCCC(=O)O)=C\C1=CC=CC2=C1NCCNC2=O ((E)-5-Methyl-6-(5-oxo-2,3,4,5-tetrahydro-1H-benzo[e][1,4]diazepin-9-yl)-hex-5-enoic Acid). As a reaction SMILES: C(=O)([O-])[O-].[K+].[K+].C[O:8][C:9](=[O:28])[CH2:10][CH2:11][CH2:12]/[C:13](/[CH3:27])=[CH:14]/[C:15]1[C:20]2[NH:21][CH2:22][CH2:23][NH:24][C:25](=[O:26])[C:19]=2[CH:18]=[CH:17][CH:16]=1.O>CO>[CH3:27]/[C:13](=[CH:14]\[C:15]1[C:20]2[NH:21][CH2:22][CH2:23][NH:24][C:25](=[O:26])[C:19]=2[CH:18]=[CH:17][CH:16]=1)/[CH2:12][CH2:11][CH2:10][C:9]([OH:28])=[O:8] |f:0.1.2|. Procedure details: Potassium carbonate (43.32 mmol, 5.987 g) was added to a solution of Example 161 (7.22 mmol, 2.066 g) in 200 mL MeOH (gently heated with a heat gun to get it in solution) and 100 mL H2O. The reaction mixture was stirred at rt for 24 h. The MeOH was removed in vacuo and the residue was taken up in H2O and extracted with EtOAc. The aqueous layer was made acidic (pH 0-1) using 2N HCl when the product precipitates out of solution as a white solid. The solid was filtered, washed with H2O and dried (1...